The task is: describe an organic reaction: reactants, conditions, products, and yield. This data is from the Open Reaction Database (ORD), a public repository of structured organic reaction records. Starting materials: CC#N, NC(=O)CCl, [K+], [K+], Nc1ccccc1, O=C([O-])[O-], O. The product is NC(=O)CNc1ccccc1. As a reaction SMILES: [CH3:19][C:20]#[N:21].[Cl:1][CH2:2][C:3](=[O:4])[NH2:5].[K+:13].[K+:14].[NH2:6][c:7]1[cH:8][cH:9][cH:10][cH:11][cH:12]1.[O-:15][C:16]([O-:17])=[O:18].[OH2:22]>>[CH2:2]([C:3](=[O:4])[NH2:5])[NH:6][c:7]1[cH:8][cH:9][cH:10][cH:11][cH:12]1. The reactants are CN(C)C=NS(=O)(=O)CCC(C)(C)CI, CS(C)=O, N#C[K], C1COCCOCCOCCOCCOCCO1, O. Product: CN(C)C=NS(=O)(=O)CCC(C)(C)CC#N. Reaction SMILES: [CH3:1][N:2]([CH3:3])[CH:4]=[N:5][S:6](=[O:7])(=[O:8])[CH2:9][CH2:10][C:11]([CH2:12][I:13])([CH3:14])[CH3:15].[CH3:37][S:38](=[O:39])[CH3:40].[K:16][C:17]#[N:18].[O:19]1[CH2:20][CH2:21][O:22][CH2:23][CH2:24][O:25][CH2:26][CH2:27][O:28][CH2:29][CH2:30][O:31][CH2:32][CH2:33][O:34][CH2:35][CH2:36]1.[OH2:41]>>[CH3:1][N:2]([CH3:3])[CH:4]=[N:5][S:6](=[O:7])(=[O:8])[CH2:9][CH2:10][C:11]([CH2:12][C:17]#[N:18])([CH3:14])[CH3:15]. Starting materials: C(C)(C)(C)OC(=O)N1C(=CC2=CC(=CC(=C12)Br)C#N)C(OCC)OCC (7-bromo-5-cyano-2-diethoxymethyl-indole-1-carboxylic acid tert-butyl ester), Cl (hydrochloric acid), C([O-])([O-])=O.[Na+].[Na+] (sodium carbonate). Solvent: C1CCOC1 (THF). Conditions: temperature 0 celsius, time 5 hour. Product: BrC=1C=C(C=C2C=C(NC12)C=O)C#N (7-bromo-2-formyl-1H-indole-5-carbonitrile). Isolated yield 99.6%. Reaction SMILES: C(OC([N:8]1[C:16]2[C:11](=[CH:12][C:13]([C:18]#[N:19])=[CH:14][C:15]=2[Br:17])[CH:10]=[C:9]1[CH:20](OCC)[O:21]CC)=O)(C)(C)C.Cl.C(=O)([O-])[O-].[Na+].[Na+]>C1COCC1>[Br:17][C:15]1[CH:14]=[C:13]([C:18]#[N:19])[CH:12]=[C:11]2[C:16]=1[NH:8][C:9]([CH:20]=[O:21])=[CH:10]2 |f:2.3.4|. Procedure details: 7-bromo-5-cyano-2-diethoxymethyl-indole-1-carboxylic acid tert-butyl ester (0.29 g, 685 μmol) was solved in THF (2 ml) and cooled to 0° C. Afterwards hydrochloric acid (37%, 1.35 g, 1.14 ml, 13.7 mmol) was added quickly, and the mixture was allowed to stir for 15 min at 0° C. and for 5 h at room temperature. The mixture was cooled (ice bath), saturated sodium carbonate solution (10 ml) was added and the mixture was extracted with ethyl acetate (2×25 ml). The combined organic layers were washed w... Reactants: CNC(=S)NN, CC(C)O, O=C(CCCCl)c1ccccc1. Yields the product CN1C(=S)NN2CCCC21c1ccccc1. RXN SMILES: [CH3:1][NH:2][C:3]([NH:4][NH2:5])=[S:6].[CH:19]([OH:20])([CH3:21])[CH3:22].[c:7]1([C:13]([CH2:14][CH2:15][CH2:16][Cl:18])=[O:17])[cH:8][cH:9][cH:10][cH:11][cH:12]1>>[CH3:1][N:2]1[C:3](=[S:6])[NH:4][N:5]2[C:13]1([c:7]1[cH:8][cH:9][cH:10][cH:11][cH:12]1)[CH2:14][CH2:15][CH2:16]2. Starting materials: ClC1=C2C3=CC(CCC3(CC2=CC(=C1Cl)OCC(=O)OC)CC)=O (Methyl [(5,6-dichloro-9a-ethyl-3-oxo-1,2,9,9a-tetrahydro-3H-fluoren-7-yl)oxy]acetate), [O-]CC (ethoxide). Solvent: C(Cl)Cl (methylene chloride). Product: ClC1=C2C3=CC(CCC3(CC2=CC(=C1Cl)OCC(=O)OCC1=CC=CC=C1)CC)=O (Benzyl [(5,6-Dichloro-9a-ethyl-3-oxo-1,2,9,9a-tetrahydro-3H-fluoren-7-yl)oxy]acetate). RXN SMILES: [Cl:1][C:2]1[C:14]([Cl:15])=[C:13]([O:16][CH2:17][C:18]([O:20][CH3:21])=[O:19])[CH:12]=[C:11]2[C:3]=1[C:4]1[C:9]([CH2:22][CH3:23])([CH2:10]2)[CH2:8][CH2:7][C:6](=[O:24])[CH:5]=1.[O-][CH2:26][CH3:27]>C(Cl)Cl>[Cl:1][C:2]1[C:14]([Cl:15])=[C:13]([O:16][CH2:17][C:18]([O:20][CH2:21][C:27]2[CH:26]=[CH:4][CH:3]=[CH:2][CH:14]=2)=[O:19])[CH:12]=[C:11]2[C:3]=1[C:4]1[C:9]([CH2:22][CH3:23])([CH2:10]2)[CH2:8][CH2:7][C:6](=[O:24])[CH:5]=1. Procedure: Methyl [(5,6-dichloro-9a-ethyl-3-oxo-1,2,9,9a-tetrahydro-3H-fluoren-7-yl)oxy]acetate (Example 20, Step C) (5.8 g., 0.016 mole) is dissolved in a mixture of dry benzyl alsohol (50 ml) and methylene chloride (40 ml.) containing amberlite IRA 400 (ethoxide) (5-6 g.). The mixture is stirred magnetically at reflux for four hours and then filtered. The filtrate is concentrated in vacuo to give a yellow solid (5.3 g.) which upon trituration with ethanol and washing with ether yields the product. Starting materials: CI, CC(C)=O, NC(=S)Cc1ccc(Cl)cc1. Product: CSC(=N)Cc1ccc(Cl)cc1, I. As a reaction SMILES: [CH3:12][I:13].[CH3:14][C:15](=[O:16])[CH3:17].[Cl:1][c:2]1[cH:3][cH:4][c:5]([CH2:8][C:9](=[S:10])[NH2:11])[cH:6][cH:7]1>>[Cl:1][c:2]1[cH:3][cH:4][c:5]([CH2:8][C:9]([S:10][CH3:12])=[NH:11])[cH:6][cH:7]1.[IH:13].